This data is from the Open Reaction Database (ORD), a public repository of structured organic reaction records. The task is: describe an organic reaction: reactants, conditions, products, and yield Reactants: C[O-].[Na+] (sodium methoxide), ClC1=C(C(=NC(=N1)S(=O)(=O)C)N[C@@H](C)C(F)(F)F)C1=C(C=C(C=C1F)F)F ([6-chloro-2-methanesulfonyl-5-(2,4,6-trifluorophenyl)pyrimidin-4-yl]-((S)-1-trifluoromethylethyl)amine). The solvent is CN(C)C=O (DMF), CC(C)(C)OC (MTBE). Run at temperature 22.5 celsius, time 16 hour. The product is ClC1=C(C(=NC(=N1)OC)N[C@@H](C)C(F)(F)F)C1=C(C=C(C=C1F)F)F ([6-chloro-2-methoxy-5-(2,4,6-trifluorophenyl)pyrimidin-4-yl]-((S)-1-trifluoromethylethyl)amine). Isolated yield 55.8%. As a reaction SMILES: [CH3:1][O-:2].[Na+].[Cl:4][C:5]1[N:10]=[C:9](S(C)(=O)=O)[N:8]=[C:7]([NH:15][C@H:16]([C:18]([F:21])([F:20])[F:19])[CH3:17])[C:6]=1[C:22]1[C:27]([F:28])=[CH:26][C:25]([F:29])=[CH:24][C:23]=1[F:30]>CN(C=O)C.CC(OC)(C)C>[Cl:4][C:5]1[N:10]=[C:9]([O:2][CH3:1])[N:8]=[C:7]([NH:15][C@H:16]([C:18]([F:21])([F:20])[F:19])[CH3:17])[C:6]=1[C:22]1[C:27]([F:28])=[CH:26][C:25]([F:29])=[CH:24][C:23]=1[F:30] |f:0.1|. Procedure details: 294 mg (1.30 mmol) of sodium methoxide (90% in methanol) were added to a solution of 282 mg (0.65 mmol) of sulfone 1 in 4 ml of anhydrous DMF. The mixture was stirred at 20-25° C. for 16 hours and then diluted with MTBE, washed with water and dried. Distillative removal of the solvent and chromatography on silica gel gave 0.14 g of the title compound of m.p. 121-129° C. The reactants are [Al+3], O=C([O-])O, CC1(c2cccc(NS(C)(=O)=O)c2)C2CN(C(=O)C3Cc4ccccc4C3)CC21, CCOC(C)=O, [H-], [H-], [H-], [H-], [Li+], [Na+], C1CCOC1, O. Yields the product CC1(c2cccc(NS(C)(=O)=O)c2)C2CN(CC3Cc4ccccc4C3)CC21. Reaction SMILES: [Al+3:31].[C:37](=[O:38])([O-:39])[OH:40].[CH2:1]1[CH:2]([C:10](=[O:11])[N:12]2[CH2:13][CH:14]3[C:15]([CH3:18])([c:19]4[cH:20][c:21]([NH:25][S:26](=[O:27])(=[O:28])[CH3:29])[cH:22][cH:23][cH:24]4)[CH:16]3[CH2:17]2)[CH2:3][c:4]2[cH:5][cH:6][cH:7][cH:8][c:9]21.[CH3:47][CH2:48][O:49][C:50](=[O:51])[CH3:52].[H-:30].[H-:33].[H-:34].[H-:35].[Li+:32].[Na+:41].[O:42]1[CH2:43][CH2:44][CH2:45][CH2:46]1.[OH2:36]>>[CH2:1]1[CH:2]([CH2:10][N:12]2[CH2:13][CH:14]3[C:15]([CH3:18])([c:19]4[cH:20][c:21]([NH:25][S:26](=[O:27])(=[O:28])[CH3:29])[cH:22][cH:23][cH:24]4)[CH:16]3[CH2:17]2)[CH2:3][c:4]2[cH:5][cH:6][cH:7][cH:8][c:9]21. Starting materials: C(C)(C)(C)OC(=O)N1C(C=C(C2=CC(=CC=C12)B(O)O)C)(C)C ((1-tert-Butyloxycarbonyl-1,2-dihydro-2,2,4-trimethyl-6-quinolinyl)boronic acid), BrC=1C(=C(C#N)C=CC1)C (3-bromo-2-methylbenzonitrile). The product is C(#N)C=1C(=C(C=CC1)C=1C=C2C(=CC(NC2=CC1)(C)C)C)C (6-(3-cyano-2-methylphenyl)-1,2-dihydro-2,2,4-trimethylquinoline). The yield is 20.2%. RXN SMILES: C(OC([N:8]1[C:17]2[C:12](=[CH:13][C:14](B(O)O)=[CH:15][CH:16]=2)[C:11]([CH3:21])=[CH:10][C:9]1([CH3:23])[CH3:22])=O)(C)(C)C.Br[C:25]1[C:26]([CH3:33])=[C:27]([CH:30]=[CH:31][CH:32]=1)[C:28]#[N:29]>>[C:28]([C:27]1[C:26]([CH3:33])=[C:25]([C:14]2[CH:13]=[C:12]3[C:17](=[CH:16][CH:15]=2)[NH:8][C:9]([CH3:22])([CH3:23])[CH:10]=[C:11]3[CH3:21])[CH:32]=[CH:31][CH:30]=1)#[N:29]. Reported procedure: This compound was prepared according to General Method 2 (EXAMPLE 9) from Compound 9 (56.5 mg, 0.18 mmol) and 3-bromo-2-methylbenzonitrile (34.8 mg, 0.18 mmol). The crude material was purified by flash column chromatography (50 ml silica, hexane to 20% acetone/hexane) followed by a second flash column chromatography (75 mL silica, hexane to 20% acetone/hexane) to afford 10.5 mg (20%) of Compound 278. Data for Compound 278: 1H NMR (400 MHz, acetone-d6) 7.59 (dd, J=7.7, 0.9, 1 H), 7.48 (dd, J=7.8,... Starting materials: CCOC(=O)CCCCCC(=O)Cl, COc1cccc(OC)c1CN1CCC(NC(C)C)CC1, CCN(C(C)C)C(C)C, ClCCl. The product is CCOC(=O)CCCCCC(=O)N(C(C)C)C1CCN(Cc2c(OC)cccc2OC)CC1. As a reaction SMILES: [CH2:31]([CH3:32])[O:33][C:34]([CH2:35][CH2:36][CH2:37][CH2:38][CH2:39][C:40](=[O:41])[Cl:42])=[O:43].[CH3:1][O:2][c:3]1[c:4]([CH2:5][N:6]2[CH2:7][CH2:8][CH:9]([NH:12][CH:13]([CH3:14])[CH3:15])[CH2:10][CH2:11]2)[c:16]([O:20][CH3:21])[cH:17][cH:18][cH:19]1.[CH:22]([N:23]([CH2:24][CH3:25])[CH:26]([CH3:27])[CH3:28])([CH3:29])[CH3:30].[Cl:44][CH2:45][Cl:46]>>[CH3:1][O:2][c:3]1[c:4]([CH2:5][N:6]2[CH2:7][CH2:8][CH:9]([N:12]([CH:13]([CH3:14])[CH3:15])[C:40]([CH2:39][CH2:38][CH2:37][CH2:36][CH2:35][C:34]([O:33][CH2:31][CH3:32])=[O:43])=[O:41])[CH2:10][CH2:11]2)[c:16]([O:20][CH3:21])[cH:17][cH:18][cH:19]1.